This data is from the Open Reaction Database (ORD), a public repository of structured organic reaction records. The task is: describe an organic reaction: reactants, conditions, products, and yield Reactants: Cc1cc(CC(OC(=O)N2CCC(N3CCc4ccccc4NC3=O)CC2)C(=O)N2CCC(N3CCC(C(=O)OCC(=O)N(C)C)CC3)CC2)cc(C)c1OCc1ccccc1, C1CCOC1, [H][H]. Product: Cc1cc(CC(OC(=O)N2CCC(N3CCc4ccccc4NC3=O)CC2)C(=O)N2CCC(N3CCC(C(=O)OCC(=O)N(C)C)CC3)CC2)cc(C)c1O. RXN SMILES: [CH2:1]([c:2]1[cH:3][cH:4][cH:5][cH:6][cH:7]1)[O:8][c:9]1[c:10]([CH3:62])[cH:11][c:12]([CH2:16][CH:17]([C:18](=[O:19])[N:20]2[CH2:21][CH2:22][CH:23]([N:26]3[CH2:27][CH2:28][CH:29]([C:32](=[O:33])[O:34][CH2:35][C:36]([N:37]([CH3:38])[CH3:39])=[O:40])[CH2:30][CH2:31]3)[CH2:24][CH2:25]2)[O:41][C:42](=[O:43])[N:44]2[CH2:45][CH2:46][CH:47]([N:50]3[C:51](=[O:61])[NH:52][c:53]4[c:54]([cH:57][cH:58][cH:59][cH:60]4)[CH2:55][CH2:56]3)[CH2:48][CH2:49]2)[cH:13][c:14]1[CH3:15].[CH2:65]1[O:66][CH2:67][CH2:68][CH2:69]1.[H:63][H:64]>>[OH:8][c:9]1[c:10]([CH3:62])[cH:11][c:12]([CH2:16][CH:17]([C:18](=[O:19])[N:20]2[CH2:21][CH2:22][CH:23]([N:26]3[CH2:27][CH2:28][CH:29]([C:32](=[O:33])[O:34][CH2:35][C:36]([N:37]([CH3:38])[CH3:39])=[O:40])[CH2:30][CH2:31]3)[CH2:24][CH2:25]2)[O:41][C:42](=[O:43])[N:44]2[CH2:45][CH2:46][CH:47]([N:50]3[C:51](=[O:61])[NH:52][c:53]4[c:54]([cH:57][cH:58][cH:59][cH:60]4)[CH2:55][CH2:56]3)[CH2:48][CH2:49]2)[cH:13][c:14]1[CH3:15].